This data is from the Open Reaction Database (ORD), a public repository of structured organic reaction records. The task is: describe an organic reaction: reactants, conditions, products, and yield The reactants are C1CCNCC1, CC(=O)O, Cc1ccccc1, O=C1CSC(=S)N1, O=Cc1cccc2c1CCC(=O)N2Cc1ccc(-c2ccccc2)cc1. Product: O=C1NC(=S)SC1=Cc1cccc2c1CCC(=O)N2Cc1ccc(-c2ccccc2)cc1. RXN SMILES: [CH2:34]1[CH2:35][CH2:36][NH:37][CH2:38][CH2:39]1.[CH3:40][C:41](=[O:42])[OH:43].[CH3:44][c:45]1[cH:46][cH:47][cH:48][cH:49][cH:50]1.[S:27]=[C:28]1[S:29][CH2:30][C:31](=[O:33])[NH:32]1.[c:1]1(-[c:21]2[cH:22][cH:23][cH:24][cH:25][cH:26]2)[cH:2][cH:3][c:4]([CH2:7][N:8]2[C:9](=[O:20])[CH2:10][CH2:11][c:12]3[c:13]([CH:18]=[O:19])[cH:14][cH:15][cH:16][c:17]32)[cH:5][cH:6]1>>[c:1]1(-[c:21]2[cH:22][cH:23][cH:24][cH:25][cH:26]2)[cH:2][cH:3][c:4]([CH2:7][N:8]2[C:9](=[O:20])[CH2:10][CH2:11][c:12]3[c:13]([CH:18]=[C:30]4[S:29][C:28](=[S:27])[NH:32][C:31]4=[O:33])[cH:14][cH:15][cH:16][c:17]32)[cH:5][cH:6]1. Yields the product Cc1cc(CC(NC(=O)N2CCC(N3Cc4ccccc4NC3=O)CC2)C(=O)O)cc2cn[nH]c12. RXN SMILES: [CH3:1][O:2][C:3]([CH:4]([CH2:5][c:6]1[cH:7][c:8]2[cH:9][n:10][nH:11][c:12]2[c:13]([CH3:15])[cH:14]1)[NH:16][C:17](=[O:18])[N:19]1[CH2:20][CH2:21][CH:22]([N:25]2[C:26](=[O:35])[NH:27][c:28]3[cH:29][cH:30][cH:31][cH:32][c:33]3[CH2:34]2)[CH2:23][CH2:24]1)=[O:36].[CH3:37][OH:38].[Li+:44].[O:39]1[CH2:40][CH2:41][CH2:42][CH2:43]1.[OH-:45].[OH2:46]>>[O:2]=[C:3]([CH:4]([CH2:5][c:6]1[cH:7][c:8]2[cH:9][n:10][nH:11][c:12]2[c:13]([CH3:15])[cH:14]1)[NH:16][C:17](=[O:18])[N:19]1[CH2:20][CH2:21][CH:22]([N:25]2[C:26](=[O:35])[NH:27][c:28]3[cH:29][cH:30][cH:31][cH:32][c:33]3[CH2:34]2)[CH2:23][CH2:24]1)[OH:36]. The reactants are COC(=O)C(Cc1cc(C)c2[nH]ncc2c1)NC(=O)N1CCC(N2Cc3ccccc3NC2=O)CC1, CO, [Li+], C1CCOC1, [OH-], O. The reactants are C, CCCC1CCC(C2CCC(C=Cc3ccc(OCC)c(F)c3C(F)F)CC2)CC1, [Pd]. Yields the product CCCC1CCC(C2CCC(CCc3ccc(OCC)c(F)c3C(F)F)CC2)CC1. Reaction SMILES: [C:31].[CH2:1]([CH2:2][CH3:3])[CH:4]1[CH2:5][CH2:6][CH:7]([CH:10]2[CH2:11][CH2:12][CH:13]([CH:16]=[CH:17][c:18]3[c:19]([CH:28]([F:29])[F:30])[c:20]([F:27])[c:21]([O:24][CH2:25][CH3:26])[cH:22][cH:23]3)[CH2:14][CH2:15]2)[CH2:8][CH2:9]1.[Pd:32]>>[CH2:1]([CH2:2][CH3:3])[CH:4]1[CH2:5][CH2:6][CH:7]([CH:10]2[CH2:11][CH2:12][CH:13]([CH2:16][CH2:17][c:18]3[c:19]([CH:28]([F:29])[F:30])[c:20]([F:27])[c:21]([O:24][CH2:25][CH3:26])[cH:22][cH:23]3)[CH2:14][CH2:15]2)[CH2:8][CH2:9]1. RXN SMILES: [NH:1]([C:48]([O:50][C:51]([CH3:54])([CH3:53])[CH3:52])=[O:49])[C@H:2]([C:9]([N:11]1[CH2:47][CH2:46][CH2:45][C@H:12]1[C:13]([NH:15][C@H:16]([C:21]([NH:23][C@H:24]([C:35](OCC1C=CC=CC=1)=[O:36])[C@@H:25]([CH3:34])[O:26][CH2:27][C:28]1[CH:33]=[CH:32][CH:31]=[CH:30][CH:29]=1)=[O:22])[CH2:17][CH:18]([CH3:20])[CH3:19])=[O:14])=O)[CH2:3][C:4]1[N:8]=[CH:7][NH:6][CH:5]=1.[OH2:55].[NH2:56][NH2:57]>CN(C=O)C>[NH:1]([C:48]([O:50][C:51]([CH3:54])([CH3:53])[CH3:52])=[O:49])[C@H:2]([C:9]([N:11]1[CH2:47][CH2:46][CH2:45][C@H:12]1[C:13]([NH:15][C@H:16]([C:21]([NH:23][C@H:24]([C:35]([NH:56][NH2:57])=[O:36])[C@@H:25]([CH3:34])[O:26][CH2:27][C:28]1[CH:29]=[CH:30][CH:31]=[CH:32][CH:33]=1)=[O:22])[CH2:17][CH:18]([CH3:20])[CH3:19])=[O:14])=[O:55])[CH2:3][C:4]1[N:8]=[CH:7][NH:6][CH:5]=1 |f:1.2|. Conditions: time 8 hour. Starting materials: N([C@@H](CC1=CNC=N1)C(=O)N1[C@H](C(=O)N[C@@H](CC(C)C)C(=O)N[C@@H]([C@H](OCC2=CC=CC=C2)C)C(=O)OCC2=CC=CC=C2)CCC1)C(=O)OC(C)(C)C (BOC-His-Pro-Leu-Thr(Bzl)-OBzl), O.NN (hydrazine hydrate). Product: N([C@@H](CC1=CNC=N1)C(=O)N1[C@H](C(=O)N[C@@H](CC(C)C)C(=O)N[C@@H]([C@H](OCC2=CC=CC=C2)C)C(=O)NN)CCC1)C(=O)OC(C)(C)C (BOC-His-Pro-Leu-Thr(Bzl)-NHNH2). Isolated yield 91.1%. Solvent: CN(C)C=O (DMF). Procedure: The substance [45] (67.22 g, 90 mM) was dissolved in DMF (300 ml), hydrazine hydrate (45.6 ml, 0.95 M) was added, and the mixture was stirred at room temperature overnight. The DMF was removed in vacuo and the residue was dissolved in ethyl acetate (800 ml). This solution was washed with water, dehydrated with anhydrous sodium sulfate and concentrated in vacuo to obtain the powdered substance [46] (55 g, yield: 91.1%).